From a dataset of the Open Reaction Database (ORD), a public repository of structured organic reaction records. describe an organic reaction: reactants, conditions, products, and yield Reactants: C(C)N(CC(COC1=CC=C(C#N)C=C1)O)CCCS(=O)CCC.Cl (4-[3-[ethyl[3-(propylsulfinyl)-propyl]amino]-2-hydroxypropoxy]benzonitrile·HCl), [Na] (sodium). The solvent is C(C)O.O (ethanol water). Product: C(C)N(CC(COC1=CC=C(C#N)C=C1)O)CCCS(=O)CCC (4-[3-[ethyl[3-(propylsulfinyl)-propyl]amino]-2-hydroxypropoxy]benzonitrile). Reaction SMILES: [CH2:1]([N:3]([CH2:17][CH2:18][CH2:19][S:20]([CH2:22][CH2:23][CH3:24])=[O:21])[CH2:4][CH:5]([OH:16])[CH2:6][O:7][C:8]1[CH:15]=[CH:14][C:11]([C:12]#[N:13])=[CH:10][CH:9]=1)[CH3:2].Cl.[Na]>C(O)C.O>[CH2:1]([N:3]([CH2:17][CH2:18][CH2:19][S:20]([CH2:22][CH2:23][CH3:24])=[O:21])[CH2:4][CH:5]([OH:16])[CH2:6][O:7][C:8]1[CH:15]=[CH:14][C:11]([C:12]#[N:13])=[CH:10][CH:9]=1)[CH3:2] |f:0.1,3.4,^1:25|. Reported procedure: To a stirred solution of 4-[3-[ethyl[3-(propylsulfinyl)-propyl]amino]-2-hydroxypropoxy]benzonitrile·HCl (5.5 g) in ethanol:water (1:1) (30 ml) was added sodium polystyrenesulfonate (5 g) at room temperature. After 30 minutes the resin was filtered and washed with ethanol:water (1:1) three times, and dried under high vacuum to constant weight. The reactants are COC(=O)c1ccc(S(C)(=O)=O)c(C=O)c1C, CC(=O)C=C1CCP(c2ccccc2)C1(c1ccccc1)c1ccccc1, c1ccccc1. Yields the product COC(=O)c1ccc(S(C)(=O)=O)c(C=CC(C)=O)c1C. As a reaction SMILES: [CH:28](=[O:29])[c:30]1[c:31]([CH3:44])[c:32]([C:33](=[O:34])[O:35][CH3:36])[cH:37][cH:38][c:39]1[S:40](=[O:41])(=[O:42])[CH3:43].[O:1]=[C:2]([CH:3]=[C:4]1[CH2:5][CH2:6][P:7]([c:8]2[cH:9][cH:10][cH:11][cH:12][cH:13]2)[C:14]1([c:15]1[cH:16][cH:17][cH:18][cH:19][cH:20]1)[c:21]1[cH:22][cH:23][cH:24][cH:25][cH:26]1)[CH3:27].[cH:45]1[cH:46][cH:47][cH:48][cH:49][cH:50]1>>[O:1]=[C:2]([CH:3]=[CH:28][c:30]1[c:31]([CH3:44])[c:32]([C:33](=[O:34])[O:35][CH3:36])[cH:37][cH:38][c:39]1[S:40](=[O:41])(=[O:42])[CH3:43])[CH3:27]. Reactants: FC=1C=C(C=CC1N1N=NN=C1)C=1C=CC2=C(N=C(O2)C2CCN(CC2)C(=O)OC(C)(C)C)C1 (Tert-butyl 4-{5-[3-fluoro-4-(1H-tetrazol-1-yl)phenyl]benzo[d]oxazol-2-yl}piperidine-1-carboxylate), FC(C(=O)O)(F)F (Trifluoroacetic acid). Run in C(Cl)Cl (DCM). Conditions: time 2 hour. Yields the product FC(C(=O)O)(F)F.FC=1C=C(C=CC1N1N=NN=C1)C=1C=CC2=C(N=C(O2)C2CCNCC2)C1 (5-[3-fluoro-4-(1H-tetrazol-1-yl)phenyl]-2-(piperidin-4-yl)benzo[d]oxazole 2,2,2-trifluoroacetate). RXN SMILES: [F:1][C:2]1[CH:3]=[C:4]([C:13]2[CH:14]=[CH:15][C:16]3[O:20][C:19]([CH:21]4[CH2:26][CH2:25][N:24](C(OC(C)(C)C)=O)[CH2:23][CH2:22]4)=[N:18][C:17]=3[CH:34]=2)[CH:5]=[CH:6][C:7]=1[N:8]1[CH:12]=[N:11][N:10]=[N:9]1.[F:35][C:36]([F:41])([F:40])[C:37]([OH:39])=[O:38]>C(Cl)Cl>[F:35][C:36]([F:41])([F:40])[C:37]([OH:39])=[O:38].[F:1][C:2]1[CH:3]=[C:4]([C:13]2[CH:14]=[CH:15][C:16]3[O:20][C:19]([CH:21]4[CH2:22][CH2:23][NH:24][CH2:25][CH2:26]4)=[N:18][C:17]=3[CH:34]=2)[CH:5]=[CH:6][C:7]=1[N:8]1[CH:12]=[N:11][N:10]=[N:9]1 |f:3.4|. Procedure: Tert-butyl 4-{5-[3-fluoro-4-(1H-tetrazol-1-yl)phenyl]benzo[d]oxazol-2-yl}piperidine-1-carboxylate (120 mg, 0.26 mmol) dissolved in DCM (15 ml) and added Trifluoroacetic acid (0.5 ml). This mixture was stirred at rt for 2 h. DCM removed from the reaction mixture to obtain 5-[3-fluoro-4-(1H-tetrazol-1-yl)phenyl]-2-(piperidin-4-yl)benzo[d]oxazole 2,2,2-trifluoroacetate (120 mg). 5-[3-fluoro-4-(1H-tetrazol-1-yl)phenyl]-2-(piperidin-4-yl)benzo[d]oxazole 2,2,2-trifluoroacetate (120 mg, 0.25 mmol) was ... Starting materials: CO, [K+], [K+], O=C([O-])[O-], O, CCOC(=O)c1cc2ccccc2[nH]1. Product: COC(=O)c1cc2ccccc2[nH]1. RXN SMILES: [CH3:21][OH:22].[K+:15].[K+:16].[O-:17][C:18]([O-:19])=[O:20].[OH2:23].[nH:1]1[c:2]([C:10](=[O:11])[O:12][CH2:13][CH3:14])[cH:3][c:4]2[cH:5][cH:6][cH:7][cH:8][c:9]12>>[nH:1]1[c:2]([C:10](=[O:11])[O:12][CH3:13])[cH:3][c:4]2[cH:5][cH:6][cH:7][cH:8][c:9]12. Starting materials: CC(C)(C)OC(=O)NN, O=C([O-])O, ClCCCl, CCOC(C)=O, COc1cc(C=C(CCCCl)C(=O)O)ccc1-n1cnc(C)c1, O=C(O)C(F)(F)F, [Na+], CN(C)C=O, O, On1nnc2ccccc21. Yields the product COc1cc(C=C(CCCCl)C(=O)NNC(=O)OC(C)(C)C)ccc1-n1cnc(C)c1. RXN SMILES: [C:41]([NH:42][NH2:43])(=[O:44])[O:45][C:46]([CH3:47])([CH3:48])[CH3:49].[C:51](=[O:52])([OH:53])[O-:54].[CH2:67]([Cl:68])[CH2:69][Cl:70].[CH3:61][CH2:62][O:63][C:64](=[O:65])[CH3:66].[Cl:18][CH2:19][CH2:20][CH2:21][C:22]([C:23](=[O:24])[OH:25])=[CH:26][c:27]1[cH:28][c:29]([O:39][CH3:40])[c:30](-[n:33]2[cH:34][n:35][c:36]([CH3:38])[cH:37]2)[cH:31][cH:32]1.[F:11][C:12]([F:13])([F:14])[C:15]([OH:16])=[O:17].[Na+:55].[O:56]=[CH:57][N:58]([CH3:59])[CH3:60].[OH2:50].[OH:1][n:2]1[c:3]2[c:4]([cH:5][cH:6][cH:7][cH:8]2)[n:9][n:10]1>>[Cl:18][CH2:19][CH2:20][CH2:21][C:22]([C:23](=[O:25])[NH:43][NH:42][C:41](=[O:44])[O:45][C:46]([CH3:47])([CH3:48])[CH3:49])=[CH:26][c:27]1[cH:28][c:29]([O:39][CH3:40])[c:30](-[n:33]2[cH:34][n:35][c:36]([CH3:38])[cH:37]2)[cH:31][cH:32]1. Reactants: C(#N)C1=CC=CC2=CC=CC=C12 (1-cyanonaphthalene), C1CCOC1 (THF), C(CCC)[Li] (n-butyllithium), hexanes, C(C)(C)NC(C)C (diisopropylamine), C1CCOC1 (THF), C1CCOC1 (THF), [Li+].CC(C)[N-]C(C)C (LDA), C1CCOC1 (THF), C1CCOC1 (THF). Conditions: time 1 hour. The product is [Li+].CC(C)[N-]C(C)C (LDA), CC1=CC=C2C=C(NC(C2=C1)=O)C1=CC=CC2=CC=CC=C12 (7-Methyl-3-(1-naphthalenyl)-1(2H)-isoquinolinone). Yield: 68.0%. As a reaction SMILES: [CH2:1]([Li:5])[CH2:2][CH2:3][CH3:4].[CH:6]([NH:9][CH:10]([CH3:12])[CH3:11])([CH3:8])[CH3:7].[Li+].[CH3:14]C([N-]C(C)C)C.[C:21]([C:23]1[C:32]2[C:27](=[CH:28][CH:29]=[CH:30][CH:31]=2)[CH:26]=[CH:25][CH:24]=1)#[N:22].[CH2:33]1[CH2:37][O:36][CH2:35][CH2:34]1>>[Li+:5].[CH3:7][CH:6]([N-:9][CH:10]([CH3:12])[CH3:11])[CH3:8].[CH3:4][C:3]1[CH:14]=[C:34]2[C:33]([CH:37]=[C:21]([C:23]3[C:32]4[C:27](=[CH:28][CH:29]=[CH:30][CH:31]=4)[CH:26]=[CH:25][CH:24]=3)[NH:22][C:35]2=[O:36])=[CH:1][CH:2]=1 |f:2.3,6.7|. Reported procedure: Part B. A solution of LDA in THF was prepared by the dropwise addition of 1.55M n-butyllithium in hexanes (111 mL, 166 mmol) to a solution of diisopropylamine (22.6 mL, 161 mmol) in THF (750 mL) at -78°. A solution of the product of Part A (29.13 g, 164.3 mmol) in THF (50 mL) was added dropwise to the LDA in THF solution at -78° and the reaction mixture was stirred for 1 hour at -78°. A solution of 1-cyanonaphthalene (25.2 g, 164.5 mmol) in THF (50 mL) was then added dropwise to the reaction mix... Starting materials: ClC=1[C@@H](CCCC1)O ((R)-2-chloro-cyclohex-2-enylalcohol), ClC(C#N)(Cl)Cl (trichloroacetonitrile). Yields the product ClC(C(O[C@H]1C(=CCCC1)Cl)=N)(Cl)Cl ((R)-2,2,2-trichloro-1-(2-chloro-cyclohex-2-enyloxy)-ethylideneamine). RXN SMILES: [Cl:1][C:2]1[C@H:3]([OH:8])[CH2:4][CH2:5][CH2:6][CH:7]=1.[Cl:9][C:10]([Cl:14])([Cl:13])[C:11]#[N:12]>>[Cl:9][C:10]([Cl:14])([Cl:13])[C:11](=[NH:12])[O:8][C@@H:3]1[CH2:4][CH2:5][CH2:6][CH:7]=[C:2]1[Cl:1]. Procedure: reacting (R)-2-chloro-cyclohex-2-enylalcohol with trichloroacetonitrile to give (R)-2,2,2-trichloro-1-(2-chloro-cyclohex-2-enyloxy)-ethylideneamine;